From a dataset of the Open Reaction Database (ORD), a public repository of structured organic reaction records. describe an organic reaction: reactants, conditions, products, and yield The reactants are N1=CC(=CC=C1)NC(=S)N (3-Pyridylthiourea), BrC(C(C)=O)C1=CC(=C(C=C1)S(=O)(=O)N)Cl (4-(1-Bromo-2-oxo-propyl)-2-chloro-benzenesulfonamide). Run in C(C)O (ethanol). Reaction conditions: temperature 60 celsius. The product is ClC1=C(C=CC(=C1)C1=C(N=C(S1)NC=1C=NC=CC1)C)S(=O)(=O)N (2-Chloro-4-[4-methyl-2-(pyridin-3-ylamino)-thiazol-5-yl]-benzenesulfonamide). The yield is 16.9%. As a reaction SMILES: [N:1]1[CH:6]=[CH:5][CH:4]=[C:3]([NH:7][C:8]([NH2:10])=[S:9])[CH:2]=1.Br[CH:12]([C:16]1[CH:21]=[CH:20][C:19]([S:22]([NH2:25])(=[O:24])=[O:23])=[C:18]([Cl:26])[CH:17]=1)[C:13](=O)[CH3:14]>C(O)C>[Cl:26][C:18]1[CH:17]=[C:16]([C:12]2[S:9][C:8]([NH:7][C:3]3[CH:2]=[N:1][CH:6]=[CH:5][CH:4]=3)=[N:10][C:13]=2[CH3:14])[CH:21]=[CH:20][C:19]=1[S:22]([NH2:25])(=[O:24])=[O:23]. Procedure details: 3-Pyridylthiourea (0.047 g, 0.31 mmol) is added to a stirred solution of 4-(1-Bromo-2-oxo-propyl)-2-chloro-benzenesulfonamide (Example 23d) (0.10 g, 0.31 mmol) in ethanol (5 ml). The solution is heated at 60° C. for 3 hours. The solvent is removed and the residue is purified by chromatography on silica eluting with ethyl acetate-hexane to give the title compound (0.020 g). The reactants are FC1=CN=C2C=C(C(=NC2=C1)C1=C(C=CC=C1)S(=O)(=O)C)C(=O)[O-] (7-fluoro-2-(2-(methylsulfonyl)phenyl)-1,5-naphthyridine-3-carboxylate), CC(C)C[AlH]CC(C)C (DIBAL-H). The solvent is C(Cl)Cl (DCM). Run at time 4 hour. Product: CC(O)C=1C(=NC2=CC(=CN=C2C1)F)C1=C(C=CC=C1)S(=O)(=O)C (methyl (7-fluoro-2-(2-(methylsulfonyl)phenyl)-1,5-naphthyridin-3-yl)methanol). RXN SMILES: [F:1][C:2]1[CH:11]=[C:10]2[C:5]([CH:6]=[C:7]([C:22]([O-])=[O:23])[C:8]([C:12]3[CH:17]=[CH:16][CH:15]=[CH:14][C:13]=3[S:18]([CH3:21])(=[O:20])=[O:19])=[N:9]2)=[N:4][CH:3]=1.[CH3:25]C(C[AlH]CC(C)C)C>C(Cl)Cl>[CH3:25][CH:22]([C:7]1[C:8]([C:12]2[CH:17]=[CH:16][CH:15]=[CH:14][C:13]=2[S:18]([CH3:21])(=[O:20])=[O:19])=[N:9][C:10]2[C:5]([CH:6]=1)=[N:4][CH:3]=[C:2]([F:1])[CH:11]=2)[OH:23]. Procedure details: To a solution of 7-fluoro-2-(2-(methylsulfonyl)phenyl)-1,5-naphthyridine-3-carboxylate (1.2 g, 3.33 mmol) in DCM (27 mL) was added DIBAL-H (34 mL, 33.3 mmol) at −78° C. The reaction mixture was stirred for 4 h at same temperature. The reaction mixture was quenched with satd solution of ammonium chloride and extracted with EtOAc. The organic layer was concentrated in vacuo to give methyl (7-fluoro-2-(2-(methylsulfonyl)phenyl)-1,5-naphthyridin-3-yl)methanol: LC-MS (ESI) m/z 333.1 [M+H]+. It was ca... The reactants are CCCCCCBr, CC(C)(C)OC(=O)N(CCCCNCCCn1c(=O)[nH]c2ccccc2c1=O)CCCn1c(=O)[nH]c2ccccc2c1=O, [H-], [Na+], C1CCOC1. The product is CCCCCCN(CCCCN(CCCn1c(=O)[nH]c2ccccc2c1=O)C(=O)OC(C)(C)C)CCCn1c(=O)[nH]c2ccccc2c1=O. Reaction SMILES: [Br:46][CH2:47][CH2:48][CH2:49][CH2:50][CH2:51][CH3:52].[C:1]([CH3:2])([CH3:3])([CH3:4])[O:5][C:6]([N:7]([CH2:8][CH2:9][CH2:10][CH2:11][NH:12][CH2:13][CH2:14][CH2:15][n:16]1[c:17](=[O:27])[nH:18][c:19]2[cH:20][cH:21][cH:22][cH:23][c:24]2[c:25]1=[O:26])[CH2:28][CH2:29][CH2:30][n:31]1[c:32](=[O:42])[nH:33][c:34]2[cH:35][cH:36][cH:37][cH:38][c:39]2[c:40]1=[O:41])=[O:43].[H-:44].[Na+:45].[O:53]1[CH2:54][CH2:55][CH2:56][CH2:57]1>>[C:1]([CH3:2])([CH3:3])([CH3:4])[O:5][C:6]([N:7]([CH2:8][CH2:9][CH2:10][CH2:11][N:12]([CH2:13][CH2:14][CH2:15][n:16]1[c:17](=[O:27])[nH:18][c:19]2[cH:20][cH:21][cH:22][cH:23][c:24]2[c:25]1=[O:26])[CH2:47][CH2:48][CH2:49][CH2:50][CH2:51][CH3:52])[CH2:28][CH2:29][CH2:30][n:31]1[c:32](=[O:42])[nH:33][c:34]2[cH:35][cH:36][cH:37][cH:38][c:39]2[c:40]1=[O:41])=[O:43]. Reactants: C(C)(=O)O (acetic acid), [OH-].[K+] (potassium hydroxide), O(C1=CC=CC=C1)C=1C=C(C=O)C=CC1F (3-phenoxy-4fluorobenzaldehyde), C(C)(C)C(=O)C (methyl isopropyl ketone). The solvent is CO (methanol), O (water). Reaction conditions: time 8 hour. Product: FC1=C(C=C(C=C1)C=CC(C(C)C)=O)OC1=CC=CC=C1 (1-(4-Fluoro-3-phenoxyphenyl)-4-methyl-pent-1-en-3-one). As a reaction SMILES: [OH-].[K+].[O:3]([C:10]1[CH:11]=[C:12]([CH:15]=[CH:16][C:17]=1[F:18])[CH:13]=O)[C:4]1[CH:9]=[CH:8][CH:7]=[CH:6][CH:5]=1.[CH:19]([C:22]([CH3:24])=[O:23])([CH3:21])[CH3:20].C(O)(=O)C>CO.O>[F:18][C:17]1[CH:16]=[CH:15][C:12]([CH:13]=[CH:24][C:22](=[O:23])[CH:19]([CH3:21])[CH3:20])=[CH:11][C:10]=1[O:3][C:4]1[CH:9]=[CH:8][CH:7]=[CH:6][CH:5]=1 |f:0.1|. Procedure details: 14.1 ml of 15% strength aqueous potassium hydroxide solution are added to 64.8 g (0.3 mol) of 3-phenoxy-4fluorobenzaldehyde and 51.6 g (0.6 mol) of methyl isopropyl ketone in 90 ml of methanol and the mixture is stirred overnight at room temperature. The mixture is neutralized using 1.95 ml of glacial acetic acid, diluted using 300 ml of water and extracted a number of times using ether. The organic phase is dried over magnesium sulphate and concentrated in vacuo, and the residue is chromatograp... Reported procedure: A solution in which 0.48 g of 4,9-bis(2-butyloctyloxy)-1,6-dithia-dicyclopenta[b,g]-naphthalene (0.78 mmol) prepared in Example 2 was dissolved in 20 mL of dry THF was cooled to −78° C., 1.9 mL of n-butyllithium (2.5M solution in hexane, 4.72 mmol) was added thereto. The reaction solution was stirred for 30 minutes and then stirred again at room temperature for 30 minutes. The reaction solution was cooled to −78° C. again, and 4.72 mL of Me3SnCl (1M solution in hexane, 4.72 mmol) was slowly drop... The solvent is C1CCOC1 (THF), CCCCCC (hexane). Product: C(CCC)C(COC1=C2C=C3SC(=CC3=C(C2=CC=2SC(=CC21)[Sn](C)(C)C)OCC(CCCCCC)CCCC)[Sn](C)(C)C)CCCCCC ((4,9-bis((2-butyloctyl)oxy)naphtho[2,3-b:6,7-b′]dithiophene-2,7-diyl)bis(trimethylstannane)). The reactants are C(CCC)[Li] (n-butyllithium), O (Water), C(CCC)C(COC1=C2C(=CC=3C(=C4C(=CC13)SC=C4)OCC(CCCCCC)CCCC)SC=C2)CCCCCC (4,9-bis(2-butyloctyloxy)-1,6-dithia-dicyclopenta[b,g]-naphthalene), [Sn](C)(C)(C)Cl (Me3SnCl). Conditions: temperature -78 celsius, time 30 minute. Reaction SMILES: [CH2:1]([CH:5]([CH2:37][CH2:38][CH2:39][CH2:40][CH2:41][CH3:42])[CH2:6][O:7][C:8]1[C:17]2[CH:16]=[C:15]3[S:18][CH:19]=[CH:20][C:14]3=[C:13]([O:21][CH2:22][CH:23]([CH2:30][CH2:31][CH2:32][CH3:33])[CH2:24][CH2:25][CH2:26][CH2:27][CH2:28][CH3:29])[C:12]=2[CH:11]=[C:10]2[S:34][CH:35]=[CH:36][C:9]=12)[CH2:2][CH2:3][CH3:4].C([Li])CCC.[Sn:48](Cl)([CH3:51])([CH3:50])[CH3:49].O>C1COCC1.CCCCCC>[CH2:1]([CH:5]([CH2:37][CH2:38][CH2:39][CH2:40][CH2:41][CH3:42])[CH2:6][O:7][C:8]1[C:9]2[CH:36]=[C:35]([Sn:48]([CH3:51])([CH3:50])[CH3:49])[S:34][C:10]=2[CH:11]=[C:12]2[C:17]=1[CH:16]=[C:15]1[C:14](=[C:13]2[O:21][CH2:22][CH:23]([CH2:30][CH2:31][CH2:32][CH3:33])[CH2:24][CH2:25][CH2:26][CH2:27][CH2:28][CH3:29])[CH:20]=[C:19]([Sn:48]([CH3:51])([CH3:50])[CH3:49])[S:18]1)[CH2:2][CH2:3][CH3:4]. The yield is 68.6%. The reactants are FC(C(=O)O)(F)F (Trifluoroacetic acid), C(C)(C)(C)OC(=O)CON=C(C(=O)NC1[C@@H]2N(C(=C(CS2)C=C)C(=O)OC(C2=CC=CC=C2)C2=CC=CC=C2)C1=O)C=1N=CSC1 (benzhydryl 7-[2-t-butoxycarbonylmethoxyimino-2-(4-thiazolyl)acetamido]-3-vinyl-3-cephem-4-carboxylate), resultant solution, C(C)(C)OC(C)C (diisopropyl ether), CCCCCC (n-hexane). Solvent: C(Cl)Cl (methylene chloride), C1(=CC=CC=C1)OC (anisole). Conditions: time 1.5 hour. Product: C(=O)(O)CON=C(C(=O)NC1[C@@H]2N(C(=C(CS2)C=C)C(=O)O)C1=O)C=1N=CSC1 (7-[2-carboxymethoxyimino-2-(4-thiazolyl)acetamido]-3-vinyl-3-cephem-4-carboxylic acid). The yield is 65.7%. Reaction SMILES: FC(F)(F)C(O)=O.C([O:12][C:13]([CH2:15][O:16][N:17]=[C:18]([C:49]1[N:50]=[CH:51][S:52][CH:53]=1)[C:19]([NH:21][CH:22]1[C:47](=[O:48])[N:24]2[C:25]([C:31]([O:33]C(C3C=CC=CC=3)C3C=CC=CC=3)=[O:32])=[C:26]([CH:29]=[CH2:30])[CH2:27][S:28][C@H:23]12)=[O:20])=[O:14])(C)(C)C.C(OC(C)C)(C)C.CCCCCC>C(Cl)Cl.C1(OC)C=CC=CC=1>[C:13]([CH2:15][O:16][N:17]=[C:18]([C:49]1[N:50]=[CH:51][S:52][CH:53]=1)[C:19]([NH:21][CH:22]1[C:47](=[O:48])[N:24]2[C:25]([C:31]([OH:33])=[O:32])=[C:26]([CH:29]=[CH2:30])[CH2:27][S:28][C@H:23]12)=[O:20])([OH:14])=[O:12]. Reported procedure: Trifluoroacetic acid (11.2 ml) was added to a stirred suspension of benzhydryl 7-[2-t-butoxycarbonylmethoxyimino-2-(4-thiazolyl)acetamido]-3-vinyl-3-cephem-4-carboxylate (syn isomer) (2.8 g) in methylene chloride (5.6 ml) and anisole (2.8 ml) at ambient temperature and the mixture was stirred for 1.5 hours at the same temperature. To the resultant solution was added diisopropyl ether (40 ml) and n-hexane (30 ml) and the mixture was stirred. The precipitates were collected by filtration, washed w...